From a dataset of the Open Reaction Database (ORD), a public repository of structured organic reaction records. describe an organic reaction: reactants, conditions, products, and yield Starting materials: [N+](=O)([O-])C1=CC=C(C=C1)[C@H]([C@@H](CO)N)O ((1R,2R)-1-(4-nitrophenyl)-2-amino-1,3-propanediol), Cl (HCl), C(C)(=O)N1C(CC2=CC=CC=C12)C(=O)O (N-acetyl-indoline-2-carboxylic acid). Solvent: CCO (EtOH). Reaction conditions: temperature 70 celsius, time 30 minute. Yields the product [N+](=O)([O-])C1=CC=C(C=C1)[C@H]([C@@H](CO)N)O.C(C)(=O)N1[C@@H](CC2=CC=CC=C12)C(=O)O ((S)-N-acetyl-indoline-2-carboxylic acid-(1R,2R)-1-(4-nitrophenyl)-2-amino-1,3-propanediol salt). Isolated yield 42.0%. RXN SMILES: [C:1]([N:4]1[C:12]2[C:7](=[CH:8][CH:9]=[CH:10][CH:11]=2)[CH2:6][CH:5]1[C:13]([OH:15])=[O:14])(=[O:3])[CH3:2].[N+:16]([C:19]1[CH:24]=[CH:23][C:22]([C@@H:25]([OH:30])[C@H:26]([NH2:29])[CH2:27][OH:28])=[CH:21][CH:20]=1)([O-:18])=[O:17].Cl>CCO>[N+:16]([C:19]1[CH:20]=[CH:21][C:22]([C@@H:25]([OH:30])[C@H:26]([NH2:29])[CH2:27][OH:28])=[CH:23][CH:24]=1)([O-:18])=[O:17].[C:1]([N:4]1[C:12]2[C:7](=[CH:8][CH:9]=[CH:10][CH:11]=2)[CH2:6][C@H:5]1[C:13]([OH:15])=[O:14])(=[O:3])[CH3:2] |f:4.5|. Procedure details: 25 g N-acetyl-indoline-2-carboxylic acid (purity 96.5%) was dissolved in 300 ml absolute EtOH while being heated to 70° C. and with mechanical stirring. 17.25 g/0.69 eq. (1R,2R)-1-(4-nitrophenyl)-2-amino-1,3-propanediol (99.5% chemically pure, [a]20D =-28.5° (c=0.4, 1N HCl)) was dosed in portions in 30 min. at 66-70° C. Spontaneous crystallization occurred. After 30 minutes' subsequent stirring at 69-70° C., cooling to 18° C. took place in 2.5 hours, followed by another 30 minutes' stirring. Aft... Solvent: CO (methanol). The reactants are N (ammonia), CC(=O)C (acetone), [Cl-].[NH4+] (ammonium chloride), CC(CC(C)(O)C)=O (diacetone alcohol), CC(=O)C (acetone). The product is CC1(NC(CC(C1)=O)(C)C)C (2,2,6,6-tetramethyl-4-oxopiperidine). Yield: 42.5%. As a reaction SMILES: [NH3:1].[Cl-].[NH4+].[CH3:4][C:5](=[O:11])[CH2:6][C:7]([CH3:10])(O)[CH3:8].[CH3:12][C:13]([CH3:15])=O>CO>[CH3:8][C:7]1([CH3:10])[CH2:6][C:5](=[O:11])[CH2:4][C:13]([CH3:15])([CH3:12])[NH:1]1 |f:1.2|. Procedure: 40 g of ammonia gas is introduced in the course of about 4 hours at 13°-15°C into a mixture consisting of 126 g of acetone, 22.5 g of methanol and 4.7 g of ammonium chloride. The reaction mixture is subsequently stirred for a further 30 minutes at the same temperature. An addition is then made to the reaction mixture of 220 g of diacetone alcohol and 110 g of acetone; the whole is heated within 1 hour to 55°C and held at this temperature for 12 hours. Processing by fractional distillation yields... Conditions: time 30 minute. Reactants: BrC=1C(=NC2=CC=CN=C2C1)OC[C@@H]1[C@H](C1)C1=NC=C(C=C1)OC (3-bromo-2-{[(1S,2S)-2-(5-methoxypyridin-2-yl)cyclopropyl]-methoxy}-1,5-naphthyridine), CC1(OB(OC1(C)C)C=1C=NN(C1)CCO)C (2-[4-(4,4,5,5-tetramethyl-1,3,2-dioxaborolan-2-yl)-1H-pyrazol-1-yl]ethanol), P(=O)([O-])([O-])[O-].[K+].[K+].[K+] (tripotassium phosphate), COC=1C=CC=C(C1C=2C=CC=CC2P(C3CCCCC3)C4CCCCC4)OC (S-Phos). The reagents and catalysts are CC(=O)[O-].CC(=O)[O-].[Pd+2] (Pd(OAc)2). The solvent is C1CCOC1 (THF), O (water), CCOC(=O)C (EtOAc). Reaction conditions: temperature 100 celsius. Yields the product COC=1C=CC(=NC1)[C@@H]1[C@H](C1)COC1=NC2=CC=CN=C2C=C1C=1C=NN(C1)CCO (2-[4-(2-{[(1S,2S)-2-(5-methoxypyridin-2-yl)cyclopropyl]methoxy}-1,5-naphthyridin-3-yl)-1H-pyrazol-1-yl]ethanol). As a reaction SMILES: Br[C:2]1[C:3]([O:12][CH2:13][C@H:14]2[CH2:16][C@@H:15]2[C:17]2[CH:22]=[CH:21][C:20]([O:23][CH3:24])=[CH:19][N:18]=2)=[N:4][C:5]2[C:10]([CH:11]=1)=[N:9][CH:8]=[CH:7][CH:6]=2.CC1(C)C(C)(C)OB([C:33]2[CH:34]=[N:35][N:36]([CH2:38][CH2:39][OH:40])[CH:37]=2)O1.P([O-])([O-])([O-])=O.[K+].[K+].[K+].COC1C=CC=C(OC)C=1C1C=CC=CC=1P(C1CCCCC1)C1CCCCC1>C1COCC1.O.CCOC(C)=O.CC([O-])=O.CC([O-])=O.[Pd+2]>[CH3:24][O:23][C:20]1[CH:21]=[CH:22][C:17]([C@H:15]2[CH2:16][C@@H:14]2[CH2:13][O:12][C:3]2[C:2]([C:33]3[CH:34]=[N:35][N:36]([CH2:38][CH2:39][OH:40])[CH:37]=3)=[CH:11][C:10]3[C:5](=[CH:6][CH:7]=[CH:8][N:9]=3)[N:4]=2)=[N:18][CH:19]=1 |f:2.3.4.5,10.11.12|. Procedure: A mixture of 3-bromo-2-{[(1S,2S)-2-(5-methoxypyridin-2-yl)cyclopropyl]-methoxy}-1,5-naphthyridine (LL2) (130 mg, 0.3 mmol), 2-[4-(4,4,5,5-tetramethyl-1,3,2-dioxaborolan-2-yl)-1H-pyrazol-1-yl]ethanol (97 mg, 0.4 mmol), tripotassium phosphate (133 mg, 0.6 mmol), S-Phos (12.8 mg, 0.03 mmol), and Pd(OAc)2 (3.5 mg, 0.02 mmol) in THF (1.3 mL) and water (0.3 mL) was heated at 100° C. for 14 hours. The reaction mixture was allowed to cool to room temperature. The mixture was then diluted with EtOAc (10 ... Starting materials: C(C)(C)(C)OC(NC1CCC(CC1)NC=1C=2N(C=CN1)C(=CN2)C2=NC(=NC=C2)NCC2=CC(=CC=C2)Cl)=O ((4-{3-[2-(3-chloro-benzylamino)-pyrimidin-4-yl]-imidazo[1,2-a]pyrazin-8-ylamino}-cyclohexyl)-carbamic acid tert-butyl ester), Cl (hydrochloric acid). Solvent: C(C)O (ethanol). Run at time 15 hour. Yields the product ClC=1C=C(CNC2=NC=CC(=N2)C2=CN=C3N2C=CN=C3NC3CCC(CC3)N)C=CC1 (N-{3-[2-(3-chloro-benzylamino)-pyrimidin-4-yl]-imidazo[1,2-a]pyrazin-8-yl}-cyclohexane-1,4-diamine). RXN SMILES: C(OC(=O)[NH:7][CH:8]1[CH2:13][CH2:12][CH:11]([NH:14][C:15]2[C:16]3[N:17]([C:21]([C:24]4[CH:29]=[CH:28][N:27]=[C:26]([NH:30][CH2:31][C:32]5[CH:37]=[CH:36][CH:35]=[C:34]([Cl:38])[CH:33]=5)[N:25]=4)=[CH:22][N:23]=3)[CH:18]=[CH:19][N:20]=2)[CH2:10][CH2:9]1)(C)(C)C.Cl>C(O)C>[Cl:38][C:34]1[CH:33]=[C:32]([CH:37]=[CH:36][CH:35]=1)[CH2:31][NH:30][C:26]1[N:25]=[C:24]([C:21]2[N:17]3[CH:18]=[CH:19][N:20]=[C:15]([NH:14][CH:11]4[CH2:10][CH2:9][CH:8]([NH2:7])[CH2:13][CH2:12]4)[C:16]3=[N:23][CH:22]=2)[CH:29]=[CH:28][N:27]=1. Procedure details: To a solution of crude (4-{3-[2-(3-chloro-benzylamino)-pyrimidin-4-yl]-imidazo[1,2-a]pyrazin-8-ylamino}-cyclohexyl)-carbamic acid tert-butyl ester (110 mg, 0.205 mmol) in ethanol (5 mL) was added concentrated hydrochloric acid (5 mL) slowly. The reaction mixture was stirred at room temperature for 15 hours. The solvent was removed under reduced pressure and then the solid was purified by prep-HPLC. Several drops of concentrated HCl were added to the fractions with product. After sonicating for s... Starting materials: ClC(=O)OC(C)Cl (1-Chloroethyl chloroformate), C(C1=CC=CC=C1)(C1=CC=CC=C1)N1CC(C1)OCCCC (1-benzhydryl-3-butoxyazetidine), CO (methanol). Solvent: ClCCCl (1,2-dichloroethane). Reaction conditions: temperature 70 celsius, time 1.5 hour. Yields the product Cl.C(CCC)OC1CNC1 (3-Butoxyazetidine hydrochloride). The yield is 90.0%. RXN SMILES: [Cl:1]C(OC(Cl)C)=O.C([N:21]1[CH2:24][CH:23]([O:25][CH2:26][CH2:27][CH2:28][CH3:29])[CH2:22]1)(C1C=CC=CC=1)C1C=CC=CC=1.CO>ClCCCl>[ClH:1].[CH2:26]([O:25][CH:23]1[CH2:24][NH:21][CH2:22]1)[CH2:27][CH2:28][CH3:29] |f:4.5|. Procedure details: 1-Chloroethyl chloroformate (180 μL, 1.6 mmol) was added to a solution of 1-benzhydryl-3-butoxyazetidine (370 mg, 1.2 mmol) in 1,2-dichloroethane (6 mL) at room temperature. The reaction mixture was then heated up to 70° C. and stirred for 1.5 hours. After cooling down to room temperature, methanol (7 mL) was added. The reaction mixture was again heated up to 70° C. and stirred for an additional 1.5 hours. After concentration to dryness, the crude mixture was triturated in pentane (2×5 mL) to gi... Starting materials: O=C(O)c1c(F)cccc1F, O=[N+]([O-])O, O=S(=O)(O)O. Product: O=C(O)c1c(F)ccc([N+](=O)[O-])c1F. As a reaction SMILES: [F:10][c:11]1[c:12]([C:13](=[O:14])[OH:15])[c:16]([F:20])[cH:17][cH:18][cH:19]1.[OH:1][N+:2]([O-:3])=[O:4].[S:5](=[O:6])(=[O:7])([OH:8])[OH:9]>>[O-:1][N+:2](=[O:4])[c:19]1[c:11]([F:10])[c:12]([C:13](=[O:14])[OH:15])[c:16]([F:20])[cH:17][cH:18]1. Starting materials: C1(=CC=CC=C1)O (phenol), Pd(OA)2, C(C(C)C)C(=O)C (methyl isobutyl ketone), COCCOCCOC (2-methoxyethyl ether), C(=O)=O (CO2), O=O (oxygen), [C]=O (carbon monoxide). Reagents/catalysts: CCCC[N+](CCCC)(CCCC)CCCC.[Br-] (TBAB), C(C)(=O)[O-].C(C)(=O)[O-].[Co+2] (cobalt diacetate). Reaction conditions: temperature 100 celsius. Product: C(OC1=CC=CC=C1)(OC1=CC=CC=C1)=O (diphenyl carbonate). The yield is 11.4%. RXN SMILES: [C:1]1([OH:7])[CH:6]=[CH:5][CH:4]=[CH:3][CH:2]=1.[CH2:8]([C:12]([CH3:14])=[O:13])[CH:9]([CH3:11])C.[CH3:15][O:16]CCOCCOC.[C:24](=O)=O.O=O.[C]=O>CCCC[N+](CCCC)(CCCC)CCCC.[Br-].C([O-])(=O)C.C([O-])(=O)C.[Co+2]>[C:15](=[O:16])([O:13][C:12]1[CH:8]=[CH:9][CH:11]=[CH:24][CH:14]=1)[O:7][C:1]1[CH:6]=[CH:5][CH:4]=[CH:3][CH:2]=1 |f:6.7,8.9.10,^3:28|. Procedure details: There is introduced into an autoclave, 35.0 g (0.372 mol) of phenol, 1.14 g (3.54 mmol) of TBAB, 0.028 g (0.125 mmol) of Pd(OA)2, 0.018 g (0.102 mmol) of Co(OAc)2, 2.00 g (19.97 mmol) methyl isobutyl ketone (MIBK) and 35 g (261 mmol) of 2-methoxyethyl ether (diglyme). The reactor is sealed, charged with 900 psi CO2, leak-checked, and then exhausted to atmospheric pressure. The reactor is flushed 2×1500 psi CO followed by pressurization to 2100 psi with CO (high pressure leak test) before exhaust...